This data is from the Open Reaction Database (ORD), a public repository of structured organic reaction records. The task is: describe an organic reaction: reactants, conditions, products, and yield The reactants are C(C)(=O)C1=C(C(=C(OCCC(C(=O)O)(C)C)C=C1)CCC)O (4(4-Acetyl-3-hydroxy-2-propylphenoxy)-2,2-dimethyl butanoic acid), N1=CC(=CC=C1)CCCCN (3-pyridine butanamine). Yields the product C(C)(=O)C1=C(C(=C(OCCC(C(=O)NCCCCC=2C=NC=CC2)(C)C)C=C1)CCC)O (4-(4-acetyl-3-hydroxy-2-propylphenoxy)-2,2-dimethyl-N-[4-(3-pyridinyl)butyl]-butanamide). RXN SMILES: [C:1]([C:4]1[CH:18]=[CH:17][C:7]([O:8][CH2:9][CH2:10][C:11]([CH3:16])([CH3:15])[C:12]([OH:14])=O)=[C:6]([CH2:19][CH2:20][CH3:21])[C:5]=1[OH:22])(=[O:3])[CH3:2].[N:23]1[CH:28]=[CH:27][CH:26]=[C:25]([CH2:29][CH2:30][CH2:31][CH2:32][NH2:33])[CH:24]=1>>[C:1]([C:4]1[CH:18]=[CH:17][C:7]([O:8][CH2:9][CH2:10][C:11]([CH3:16])([CH3:15])[C:12]([NH:33][CH2:32][CH2:31][CH2:30][CH2:29][C:25]2[CH:24]=[N:23][CH:28]=[CH:27][CH:26]=2)=[O:14])=[C:6]([CH2:19][CH2:20][CH3:21])[C:5]=1[OH:22])(=[O:3])[CH3:2]. Reported procedure: 4(4-Acetyl-3-hydroxy-2-propylphenoxy)-2,2-dimethyl butanoic acid was allowed to react with 3-pyridine butanamine according to procedure A and the product was purified by HPLC to give 4-(4-acetyl-3-hydroxy-2-propylphenoxy)-2,2-dimethyl-N-[4-(3-pyridinyl)butyl]-butanamide, the title compound, mp 80°-83° (from hexane) in 83% yield. The reactants are CCC(=O)N1C(=O)OCC1Cc1ccccc1, C=CC=CC(C)C(OCc1ccc(OC)cc1)C(C)C=O, ClCCl. Product: C=CC=CC(C)C(OCc1ccc(OC)cc1)C(C)C(O)C(C)C(=O)N1C(=O)OCC1Cc1ccccc1. Reaction SMILES: [CH2:1]([c:2]1[cH:3][cH:4][cH:5][cH:6][cH:7]1)[CH:8]1[N:9]([C:14]([CH2:15][CH3:16])=[O:17])[C:10](=[O:13])[O:11][CH2:12]1.[CH3:18][O:19][c:20]1[cH:21][cH:22][c:23]([CH2:26][O:27][CH:28]([CH:29]([CH:30]=[O:31])[CH3:32])[CH:33]([CH:34]=[CH:35][CH:36]=[CH2:37])[CH3:38])[cH:24][cH:25]1.[Cl:39][CH2:40][Cl:41]>>[CH2:1]([c:2]1[cH:3][cH:4][cH:5][cH:6][cH:7]1)[CH:8]1[N:9]([C:14]([CH:15]([CH3:16])[CH:30]([CH:29]([CH:28]([O:27][CH2:26][c:23]2[cH:22][cH:21][c:20]([O:19][CH3:18])[cH:25][cH:24]2)[CH:33]([CH:34]=[CH:35][CH:36]=[CH2:37])[CH3:38])[CH3:32])[OH:31])=[O:17])[C:10](=[O:13])[O:11][CH2:12]1. The reactants are COc1ccc(Br)cc1, C=CCOc1ccc2c(c1)CCC(=O)N2, CN(C)C=O, [Cl-], [H-], [Na+]. Product: C=CCOc1ccc2c(c1)CCC(=O)N2c1ccc(OC)cc1. As a reaction SMILES: [Br:18][c:19]1[cH:20][cH:21][c:22]([O:25][CH3:26])[cH:23][cH:24]1.[CH2:1]([CH:2]=[CH2:3])[O:4][c:5]1[cH:6][c:7]2[c:12]([cH:13][cH:14]1)[NH:11][C:10](=[O:15])[CH2:9][CH2:8]2.[CH3:28][N:29]([CH3:30])[CH:31]=[O:32].[Cl-:27].[H-:16].[Na+:17]>>[CH2:1]([CH:2]=[CH2:3])[O:4][c:5]1[cH:6][c:7]2[c:12]([cH:13][cH:14]1)[N:11]([c:19]1[cH:20][cH:21][c:22]([O:25][CH3:26])[cH:23][cH:24]1)[C:10](=[O:15])[CH2:9][CH2:8]2. The reactants are ClC1=CC=C(C=C1)C(C(C)C)O (1-(4'-Chlorophenyl)-2-methyl-1-propanol), C(C)O (ethanol), CCCCCC (hexane), [C]=O (carbon monoxide), F (hydrogen fluoride), F (Hydrogen fluoride). Reagents/catalysts: [Cr].[Co] (Hastelloy C). Run at temperature -30 celsius. Yields the product CC(C(=O)OCC)(CC1=CC=C(C=C1)Cl)C (ethyl 2,2-dimethyl-3-(4'-chlorophenyl)propanoate). As a reaction SMILES: [Cl:1][C:2]1[CH:7]=[CH:6][C:5]([CH:8](O)[CH:9]([CH3:11])[CH3:10])=[CH:4][CH:3]=1.[CH2:13]([OH:15])C.F.[C]=[O:18].CCCC[CH2:23][CH3:24]>[Cr].[Co]>[CH3:10][C:9]([CH3:11])([CH2:8][C:5]1[CH:6]=[CH:7][C:2]([Cl:1])=[CH:3][CH:4]=1)[C:13]([O:15][CH2:23][CH3:24])=[O:18] |f:5.6,^3:16|. Reported procedure: 1-(4'-Chlorophenyl)-2-methyl-1-propanol (9.6 grams, 0.05 moles), ethanol (4.5 grams, 0.1 mole), and hexane (32 grams) are charged into a 300 cubic centimeter Hastelloy C autoclave. The autoclave is purged twice with nitrogen, evacuated to 100 mm Hg, and cooled to -30° C. Hydrogen fluoride (75 grams, 3.25 mole) is then added and the reactor is pressurized to 600 psig with carbon monoxide. The reaction mass is stirred for about an hour at room temperature. The hydrogen fluoride is vented and the c... Reactants: C(C1=CC=CC=C1)OC=1C=CC(=C2C=CC(NC12)=O)[C@H](CNCCCCCCCCCN1CCC(CC1)CN1N=C(N=C1)[C@@](C1=CC=CC=C1)(O)C1CCCCC1)O[Si](C)(C)C(C)(C)C (8-(benzyloxy)-5-[(1R)-1-{[tert-butyl(dimethyl)silyl]oxy}-2-({9-[4-({3-[(R)-cyclohexyl(hydroxy)phenylmethyl]-1H-1,2,4-triazol-1-yl}methyl)piperidin-1-yl]nonyl}amino)ethyl]quinolin-2(1H)-one), C(=O)[O-].[NH4+] (ammonium formate). Reagents/catalysts: [OH-].[Pd+2].[OH-] (palladium hydroxide). Run in C(C)O (ethanol). Product: N (ammonia), [Si](C)(C)(C(C)(C)C)O[C@@H](CNCCCCCCCCCN1CCC(CC1)CN1N=C(N=C1)[C@@](C1=CC=CC=C1)(O)C1CCCCC1)C1=C2C=CC(NC2=C(C=C1)O)=O (5-[(1R)-1-{[tert-butyl(dimethyl)silyl]oxy}-2-({9-[4-({3-[(R)-cyclohexyl(hydroxy)phenylmethyl]-1H-1,2,4-triazol-1-yl}methyl)piperidin-1-yl]nonyl}amino)ethyl]-8-hydroxyquinolin-2(1H)-one). RXN SMILES: C([O:8][C:9]1[CH:10]=[CH:11][C:12]([C@@H:20]([O:58][Si:59]([C:62]([CH3:65])([CH3:64])[CH3:63])([CH3:61])[CH3:60])[CH2:21][NH:22][CH2:23][CH2:24][CH2:25][CH2:26][CH2:27][CH2:28][CH2:29][CH2:30][CH2:31][N:32]2[CH2:37][CH2:36][CH:35]([CH2:38][N:39]3[CH:43]=[N:42][C:41]([C@:44]([CH:52]4[CH2:57][CH2:56][CH2:55][CH2:54][CH2:53]4)([OH:51])[C:45]4[CH:50]=[CH:49][CH:48]=[CH:47][CH:46]=4)=[N:40]3)[CH2:34][CH2:33]2)=[C:13]2[C:18]=1[NH:17][C:16](=[O:19])[CH:15]=[CH:14]2)C1C=CC=CC=1.C([O-])=O.[NH4+]>C(O)C.[OH-].[Pd+2].[OH-]>[NH3:17].[Si:59]([O:58][C@H:20]([C:12]1[CH:11]=[CH:10][C:9]([OH:8])=[C:18]2[C:13]=1[CH:14]=[CH:15][C:16](=[O:19])[NH:17]2)[CH2:21][NH:22][CH2:23][CH2:24][CH2:25][CH2:26][CH2:27][CH2:28][CH2:29][CH2:30][CH2:31][N:32]1[CH2:37][CH2:36][CH:35]([CH2:38][N:39]2[CH:43]=[N:42][C:41]([C@:44]([CH:52]3[CH2:53][CH2:54][CH2:55][CH2:56][CH2:57]3)([OH:51])[C:45]3[CH:50]=[CH:49][CH:48]=[CH:47][CH:46]=3)=[N:40]2)[CH2:34][CH2:33]1)([C:62]([CH3:64])([CH3:65])[CH3:63])([CH3:61])[CH3:60] |f:1.2,4.5.6|. Procedure: 8-(benzyloxy)-5-[(1R)-1-{[tert-butyl(dimethyl)silyl]oxy}-2-({9-[4-({3-[(R)-cyclohexyl(hydroxy)phenylmethyl]-1H-1,2,4-triazol-1-yl}methyl)piperidin-1-yl]nonyl}amino)ethyl]quinolin-2(1H)-one (Preparation 7, 230 mg, 0.255 mmol) was dissolved in ethanol (10 ml) and palladium hydroxide [20 wt. % (dry basis) on carbon (wet)] (5 mg) added followed by ammonium formate (161 mg, 2.55 mmol). After stirring at reflux for 1 hour the reaction mixture was filtered through Arbocelt® and the solvent removed in v... Starting materials: CC(N)CN, CCO, c1ccc(N2CCOCC2)c(N=C2NCCN2)c1. The product is CC1CNC(=Nc2ccccc2N2CCOCC2)N1. RXN SMILES: [CH3:19][CH:20]([NH2:21])[CH2:22][NH2:23].[CH3:24][CH2:25][OH:26].[NH:1]1[C:2](=[N:6][c:7]2[c:8]([N:13]3[CH2:14][CH2:15][O:16][CH2:17][CH2:18]3)[cH:9][cH:10][cH:11][cH:12]2)[NH:3][CH2:4][CH2:5]1>>[NH:1]1[C:2](=[N:6][c:7]2[c:8]([N:13]3[CH2:14][CH2:15][O:16][CH2:17][CH2:18]3)[cH:9][cH:10][cH:11][cH:12]2)[NH:3][CH2:4][CH:5]1[CH3:19]. The reactants are ClCCCCC1(C(NC2=CC=CC=C12)=O)CC (3-(4-chlorobutyl)-3-ethyl-1,3-dihydro-2H-indol-2-one), ClC=1C=CC(=C(C1)N1CCNCC1)OC (1-(5-chloro-2-methoxyphenyl)-piperazine). Yields the product Cl.ClC=1C=CC(=C(C1)N1CCN(CC1)CCCCC1(C(NC2=CC=CC=C12)=O)CC)OC (3-{4-[4-(5-Chloro-2-methoxyphenyl)-piperazin-1-yl]-butyl}-3-ethyl-1,3-dihydro-2H-indol-2-one monohydrochloride). Reaction SMILES: [Cl:1][CH2:2][CH2:3][CH2:4][CH2:5][C:6]1([CH2:16][CH3:17])[C:14]2[C:9](=[CH:10][CH:11]=[CH:12][CH:13]=2)[NH:8][C:7]1=[O:15].[Cl:18][C:19]1[CH:20]=[CH:21][C:22]([O:31][CH3:32])=[C:23]([N:25]2[CH2:30][CH2:29][NH:28][CH2:27][CH2:26]2)[CH:24]=1>>[ClH:1].[Cl:18][C:19]1[CH:20]=[CH:21][C:22]([O:31][CH3:32])=[C:23]([N:25]2[CH2:26][CH2:27][N:28]([CH2:2][CH2:3][CH2:4][CH2:5][C:6]3([CH2:16][CH3:17])[C:14]4[C:9](=[CH:10][CH:11]=[CH:12][CH:13]=4)[NH:8][C:7]3=[O:15])[CH2:29][CH2:30]2)[CH:24]=1 |f:2.3|. Reported procedure: The title compound is prepared according to process H by applying processing method 2 starting from 3-(4-chlorobutyl)-3-ethyl-1,3-dihydro-2H-indol-2-one and 1-(5-chloro-2-methoxyphenyl)-piperazine.